Dataset: the Open Reaction Database (ORD), a public repository of structured organic reaction records. Task: describe an organic reaction: reactants, conditions, products, and yield Reactants: C1(CCCC1)CNC(=O)C1=CC=C2C(=CN(C2=C1)CC1=C(C=C(C(=O)O)C=C1)OC)CCC(NC)=O (4-[6-(N-cyclopentylmethylcarbamoyl)-3-[2-(N-methylcarbamoyl)ethyl]indol-1-ylmethyl]-3-methoxybenzoic acid), Cl.CN(CCCN=C=NCC)C (1-(3-dimethylaminopropyl)-3-ethylcarbodiimide hydrochloride), C=1(C(=CC=CC1)S(=O)(=O)N)C (ortho-toluenesulphonamide). Reagents/catalysts: CN(C1=CC=NC=C1)C (4-(dimethylamino)pyridine). Run in C(Cl)Cl (methylene chloride), C(Cl)Cl (methylene chloride). Yields the product C1(CCCC1)CNC(=O)C1=CC=C2C(=CN(C2=C1)CC1=C(C=C(C(=O)NS(=O)(=O)C2=C(C=CC=C2)C)C=C1)OC)CCC(NC)=O (N-[4-[6-(N-Cyclopentylmethylcarbamoyl)-3-[2-(N-methylcarbamoyl)ethyl]indol-1-ylmethyl]-3-methoxybenzoyl]-2-methylbenzenesulphonamide). The yield is 18.3%. As a reaction SMILES: [CH:1]1([CH2:6][NH:7][C:8]([C:10]2[CH:18]=[C:17]3[C:13]([C:14]([CH2:31][CH2:32][C:33](=[O:36])[NH:34][CH3:35])=[CH:15][N:16]3[CH2:19][C:20]3[CH:28]=[CH:27][C:23]([C:24](O)=[O:25])=[CH:22][C:21]=3[O:29][CH3:30])=[CH:12][CH:11]=2)=[O:9])[CH2:5][CH2:4][CH2:3][CH2:2]1.Cl.CN(C)CCCN=C=NCC.[C:49]1([CH3:59])[C:50]([S:55]([NH2:58])(=[O:57])=[O:56])=[CH:51][CH:52]=[CH:53][CH:54]=1>CN(C)C1C=CN=CC=1.C(Cl)Cl>[CH:1]1([CH2:6][NH:7][C:8]([C:10]2[CH:18]=[C:17]3[C:13]([C:14]([CH2:31][CH2:32][C:33](=[O:36])[NH:34][CH3:35])=[CH:15][N:16]3[CH2:19][C:20]3[CH:28]=[CH:27][C:23]([C:24]([NH:58][S:55]([C:50]4[CH:51]=[CH:52][CH:53]=[CH:54][C:49]=4[CH3:59])(=[O:57])=[O:56])=[O:25])=[CH:22][C:21]=3[O:29][CH3:30])=[CH:12][CH:11]=2)=[O:9])[CH2:2][CH2:3][CH2:4][CH2:5]1 |f:1.2|. Procedure: A solution of 4-[6-(N-cyclopentylmethylcarbamoyl)-3-[2-(N-methylcarbamoyl)ethyl]indol-1-ylmethyl]-3-methoxybenzoic acid (0.25 g) (prepared as described in Example 1), 4-(dimethylamino)pyridine (0.07 g), 1-(3-dimethylaminopropyl)-3-ethylcarbodiimide hydrochloride (0.12 g), and ortho-toluenesulphonamide (0.09 g) in methylene chloride (3.0 ml) was stirred under a nitrogen atmosphere for 24 hours. The mixture was diluted with methylene chloride, washed sequentially with 10% (v/v) hydrochloric acid, ...